Dataset: the Open Reaction Database (ORD), a public repository of structured organic reaction records. Task: describe an organic reaction: reactants, conditions, products, and yield Starting materials: C=CCN=C=S, CN(C)C=O, [H-], [Na+], Nc1ccc2ncc(-c3ccccc3)nc2n1. Product: C=CCNC(=S)Nc1ccc2ncc(-c3ccccc3)nc2n1. Reaction SMILES: [CH2:20]([CH:21]=[CH2:22])[N:23]=[C:24]=[S:25].[CH3:26][N:27]([CH3:28])[CH:29]=[O:30].[H-:1].[Na+:2].[c:3]1(-[c:9]2[cH:10][n:11][c:12]3[c:13]([n:14]2)[n:15][c:16]([NH2:19])[cH:17][cH:18]3)[cH:4][cH:5][cH:6][cH:7][cH:8]1>>[c:3]1(-[c:9]2[cH:10][n:11][c:12]3[c:13]([n:14]2)[n:15][c:16]([NH:19][C:24]([NH:23][CH2:20][CH:21]=[CH2:22])=[S:25])[cH:17][cH:18]3)[cH:4][cH:5][cH:6][cH:7][cH:8]1. Procedure details: Part of the isomeric mixture from (ii) (1.20 g) in dry tetrahydrofuran (50 ml) was treated with potassium fluoride (0.45 g) and 18-crown-6 ether (0.07 g). After one hour the solution was partitioned between brine and ethylacetate. The organic phase was separated, dried (Na2SO4), evaporated and chromatographed on silica gel 60 (<230 mesh) eluting with ethylacetate:hexane 6:4. This separated the trans and cis isomers of 4-allyl-3-methyl azetidin-2-one. Solvent: O1CCCC1 (tetrahydrofuran). Starting materials: C(C=C)C1C(C(N1[Si](C)(C)C(C)(C)C)=O)C (4-Allyl-1-t-butyldimethylsilyl-3-methylazetidin-2-one), [F-].[K+] (potassium fluoride), C1COCCOCCOCCOCCOCCO1 (18-crown-6 ether). Yields the product C(C=C)C1C(C(N1)=O)C (4-Allyl-3-methylazetidin-2-one). As a reaction SMILES: [CH2:1]([CH:4]1[N:7]([Si](C(C)(C)C)(C)C)[C:6](=[O:15])[CH:5]1[CH3:16])[CH:2]=[CH2:3].[F-].[K+].C1OCCOCCOCCOCCOCCOC1>O1CCCC1>[CH2:1]([CH:4]1[NH:7][C:6](=[O:15])[CH:5]1[CH3:16])[CH:2]=[CH2:3] |f:1.2|. Reactants: CC(CC(=O)O)(C(C)=O)C (3,3-dimethyl-4-oxopentanoic acid), [OH-].[Na+] (sodium hydroxide), S(=O)(O)[O-].[Na+] (sodium hydogen sulfite), aqueous solution, [Mn](=O)(=O)(=O)[O-].[K+] (potassium permanganate). Solvent: aqueous solution. Product: CC(C(C(=O)O)=O)(CC(=O)O)C (3,3-dimethyl-2-oxoglutaric acid). Reaction SMILES: [CH3:1][C:2]([CH3:10])([C:7](=[O:9])[CH3:8])[CH2:3][C:4]([OH:6])=[O:5].[Mn]([O-])(=O)(=O)=[O:12].[K+].S([O-])(O)=O.[Na+].[OH-:22].[Na+]>>[CH3:1][C:2]([CH3:10])([CH2:3][C:4]([OH:6])=[O:5])[C:7](=[O:9])[C:8]([OH:12])=[O:22] |f:1.2,3.4,5.6|. Procedure details: In 70 ml of 0.43M aqueous solution of sodium hydroxide was dissolved 1.57 g of 3,3-dimethyl-4-oxopentanoic acid. To the solution was added under ice-cooling and stirring 20 ml of a 1.15M aqueous solution of potassium permanganate. The mixture was stirred under ice-cooling for 4 hours, to which was added an aqueous solution of sodium hydogen sulfite. Then the resultant precipitates were filtered off. The filtrate was adjusted to pH 1 with 6N-HCl, followed by extraction with ethyl acetate. The ext... RXN SMILES: [CH2:1]([CH3:2])[O:3][C:4](=[O:5])[c:6]1[c:7]([NH2:19])[s:8][cH:9][c:10]1-[c:11]1[cH:12][c:13]([O:17][CH3:18])[cH:14][cH:15][cH:16]1.[CH3:31][C:32](=[O:33])[OH:34].[O:20]=[C:21]1[O:22][C:23](=[O:24])[c:25]2[cH:26][cH:27][cH:28][cH:29][c:30]21>>[CH2:1]([CH3:2])[O:3][C:4](=[O:5])[c:6]1[c:7]([N:19]2[C:21](=[O:20])[c:30]3[c:25]([cH:26][cH:27][cH:28][cH:29]3)[C:23]2=[O:22])[s:8][cH:9][c:10]1-[c:11]1[cH:12][c:13]([O:17][CH3:18])[cH:14][cH:15][cH:16]1. Starting materials: CCOC(=O)c1c(-c2cccc(OC)c2)csc1N, CC(=O)O, O=C1OC(=O)c2ccccc21. The product is CCOC(=O)c1c(-c2cccc(OC)c2)csc1N1C(=O)c2ccccc2C1=O. Reactants: C(C)(=O)O[BH-](OC(C)=O)OC(C)=O.[Na+] (sodium triacetoxyborohydride), Formula 107, C(C)(C)(C)OC(NCCC(C1=NC2=CC(=CC=C2C(N1CC1=CC=CC=C1)=O)Cl)N)=O ([3-amino-3-(3-benzyl-7-chloro-4-oxo-3,4-dihydro-quinazolin-2-yl)-propyl]-carbamic acid tert-butyl ester), CCN(C(C)C)C(C)C (DIEA), C1(=CC=C(C=C1)C=O)C (p-tolualdehyde). Run in C(Cl)Cl (DCM). Run at time 1 hour. Yields the product Formula 107, C(C)(C)(C)OC(NCCC(NCC1=CC=C(C=C1)C)C1=NC2=CC(=CC=C2C(N1CC1=CC=CC=C1)=O)Cl)=O ([3-(3-benzyl-7-chloro-4-oxo-3,4-dihydro-quinazolin-2-yl)-3-(4-methyl-benzylamino)-propyl]-carbamic acid tert-butyl ester). Yield: 87.9%. As a reaction SMILES: [C:1]([O:5][C:6](=[O:31])[NH:7][CH2:8][CH2:9][CH:10]([NH2:30])[C:11]1[N:20]([CH2:21][C:22]2[CH:27]=[CH:26][CH:25]=[CH:24][CH:23]=2)[C:19](=[O:28])[C:18]2[C:13](=[CH:14][C:15]([Cl:29])=[CH:16][CH:17]=2)[N:12]=1)([CH3:4])([CH3:3])[CH3:2].CCN(C(C)C)C(C)C.[C:41]1([CH3:49])[CH:46]=[CH:45][C:44]([CH:47]=O)=[CH:43][CH:42]=1.C(O[BH-](OC(=O)C)OC(=O)C)(=O)C.[Na+]>C(Cl)Cl>[C:1]([O:5][C:6](=[O:31])[NH:7][CH2:8][CH2:9][CH:10]([C:11]1[N:20]([CH2:21][C:22]2[CH:23]=[CH:24][CH:25]=[CH:26][CH:27]=2)[C:19](=[O:28])[C:18]2[C:13](=[CH:14][C:15]([Cl:29])=[CH:16][CH:17]=2)[N:12]=1)[NH:30][CH2:49][C:41]1[CH:46]=[CH:45][C:44]([CH3:47])=[CH:43][CH:42]=1)([CH3:4])([CH3:2])[CH3:3] |f:3.4|. Procedure: Formula 107 where R1, R2, R4, R6, R7, R8 and R9 are H: R3 is Chloro; R5 is Benzyl; and R10 is p-Methyl-benzyl: To a solution of [3-amino-3-(3-benzyl-7-chloro-4-oxo-3,4-dihydro-quinazolin-2-yl)-propyl]-carbamic acid tert-butyl ester (700 mg, 1.58 mmol) and DIEA (275 μL, 2.37 mmol) in 50 mL of DCM was added p-tolualdehyde (188 μL, 1.58 mmol). The mixture was stirred for 1 hour, after which sodium triacetoxyborohydride (500 mg, 2.37 mmol) was added. After stirring an additional 3 hours, the mixture...